From a dataset of the Open Reaction Database (ORD), a public repository of structured organic reaction records. describe an organic reaction: reactants, conditions, products, and yield Product: Cc1ccc(N2CCN(C(=O)c3ccc(I)cc3)CC2)c(C)c1. Reaction SMILES: [CH3:16][c:17]1[c:18]([N:24]2[CH2:25][CH2:26][NH:27][CH2:28][CH2:29]2)[cH:19][cH:20][c:21]([CH3:23])[cH:22]1.[CH3:32][CH2:33][O:34][C:35](=[O:36])[CH3:37].[I:6][c:7]1[cH:8][cH:9][c:10]([C:11](=[O:12])[Cl:13])[cH:14][cH:15]1.[Na+:31].[O:1]1[CH2:2][CH2:3][CH2:4][CH2:5]1.[OH-:30]>>[I:6][c:7]1[cH:8][cH:9][c:10]([C:11](=[O:12])[N:27]2[CH2:26][CH2:25][N:24]([c:18]3[c:17]([CH3:16])[cH:22][c:21]([CH3:23])[cH:20][cH:19]3)[CH2:29][CH2:28]2)[cH:14][cH:15]1. The reactants are Cc1ccc(N2CCNCC2)c(C)c1, CCOC(C)=O, O=C(Cl)c1ccc(I)cc1, [Na+], C1CCOC1, [OH-]. The reactants are C(C)OC(=O)C=1C(=NC2=CC=C(C=C2C1CC1=C(C=CC=C1)C(F)(F)F)Cl)N1CCCCC1 (6-chloro-2-piperidin-1-yl-4-(2-trifluoromethyl-benzyl)-quinoline-3-carboxylic acid ethyl ester), [OH-].[Na+] (NaOH). Run in C(C)O (ethanol). The product is ClC=1C=C2C(=C(C(=NC2=CC1)N1CCCCC1)C(=O)O)CC1=C(C=CC=C1)C(F)(F)F (6-Chloro-2-piperidin-1-yl-4-(2-trifluoromethyl-benzyl)-quinoline-3-carboxylic acid). RXN SMILES: C([O:3][C:4]([C:6]1[C:7]([N:28]2[CH2:33][CH2:32][CH2:31][CH2:30][CH2:29]2)=[N:8][C:9]2[C:14]([C:15]=1[CH2:16][C:17]1[CH:22]=[CH:21][CH:20]=[CH:19][C:18]=1[C:23]([F:26])([F:25])[F:24])=[CH:13][C:12]([Cl:27])=[CH:11][CH:10]=2)=[O:5])C.[OH-].[Na+]>C(O)C>[Cl:27][C:12]1[CH:13]=[C:14]2[C:9](=[CH:10][CH:11]=1)[N:8]=[C:7]([N:28]1[CH2:33][CH2:32][CH2:31][CH2:30][CH2:29]1)[C:6]([C:4]([OH:5])=[O:3])=[C:15]2[CH2:16][C:17]1[CH:22]=[CH:21][CH:20]=[CH:19][C:18]=1[C:23]([F:26])([F:24])[F:25] |f:1.2|. Procedure details: The title compound was prepared in analogy to example 12 step B from a mixture of 6-chloro-2-piperidin-1-yl-4-(2-trifluoromethyl-benzyl)-quinoline-3-carboxylic acid ethyl ester and 1N NaOH in ethanol. Pale yellow solid. MS (ESI): 449 (M+H)+. Reactants: C(=O)(OC(C)(C)C)N([C@@H](CCCN)C(=O)O)C(=O)OC(C)(C)C (bis-Boc-L-Ornithine), C(C1=CC=CC=C1)OC([C@H](N)CCC1=CC=CC=C1)=O (D-Homophenylalanine Benzyl ester), C1(CCCCC1)N=C=NC1CCCCC1 (dicyclohexylcarbodiimide). Reagents/catalysts: ON1C(CCC1=O)=O (N-hydroxysuccinimide). Solvent: C(C)#N (acetonitile). Run at temperature 25 celsius, time 30 hour. The product is C(C1=CC=CC=C1)OC([C@H](NC([C@@H](N(C(=O)OC(C)(C)C)C(=O)OC(C)(C)C)CCCN)=O)CCC1=CC=CC=C1)=O (bis-Boc-L-Ornithyl-D-Homophenylalanine Benzyl ester). RXN SMILES: [CH2:1]([O:8][C:9](=[O:20])[C@@H:10]([CH2:12][CH2:13][C:14]1[CH:19]=[CH:18][CH:17]=[CH:16][CH:15]=1)[NH2:11])[C:2]1[CH:7]=[CH:6][CH:5]=[CH:4][CH:3]=1.[C:21]([N:28]([C:37]([O:39][C:40]([CH3:43])([CH3:42])[CH3:41])=[O:38])[C@H:29]([C:34](O)=[O:35])[CH2:30][CH2:31][CH2:32][NH2:33])([O:23][C:24]([CH3:27])([CH3:26])[CH3:25])=[O:22].C1(N=C=NC2CCCCC2)CCCCC1>C(#N)C.ON1C(=O)CCC1=O>[CH2:1]([O:8][C:9](=[O:20])[C@@H:10]([CH2:12][CH2:13][C:14]1[CH:19]=[CH:18][CH:17]=[CH:16][CH:15]=1)[NH:11][C:34](=[O:35])[C@H:29]([CH2:30][CH2:31][CH2:32][NH2:33])[N:28]([C:37]([O:39][C:40]([CH3:41])([CH3:42])[CH3:43])=[O:38])[C:21]([O:23][C:24]([CH3:27])([CH3:25])[CH3:26])=[O:22])[C:2]1[CH:3]=[CH:4][CH:5]=[CH:6][CH:7]=1. Procedure: D-Homophenylalanine Benzyl ester Tosylate (2.48 g, 5.6 mmol) was suspended in ethyl acetate (25 mL) and a saturated solution of sodium bicarbonate in water was added in portions (25 mL) with stirring at 25° C. The water layer was extracted with ethyl acetate (3×10 mL). The combined organic extract was dried over anhydrous sodium sulfate, filtered and concentrated to dryness to afford D-Homophenylalanine Benzyl ester. The ester was dissolved in acetonitile (25 mL). NaNd-bis-Boc-L-Ornithine (2.0 g... Reaction conditions: time 0.5 hour. Product: C(C1=CC=CC=C1)OC[C@@H](C)C1=C(NC2=NC=C(C=C21)C(C(=O)OC)(C)C)I (Methyl (S)-2-[3-(2-benzyloxy-1-methylethyl)-2-iodo-1H-pyrrolo[2,3-b]pyridin-5-yl]-2-methylpropanoate). The yield is 84.0%. Reactants: C(C1=CC=CC=C1)OC[C@@H](C)C1=C(NC2=NC=C(C=C21)C(C(=O)OC)(C)C)[Si](CC)(CC)CC (methyl (S)-2-[3-(2-benzyloxy-1-methylethyl)-2-triethylsilyl-1H-pyrrolo[2,3-b]pyridin-5-yl]-2-methylpropanoate), ICl (iodine monochloride). Procedure details: A solution of iodine monochloride (2.83 g, 17.4 mmol) in MeOH (25 mL) was added over approximately 0.5 h via pressure equalizing addition funnel to a vigorously stirred mixture of methyl (S)-2-[3-(2-benzyloxy-1-methylethyl)-2-triethylsilyl-1H-pyrrolo[2,3-b]pyridin-5-yl]-2-methylpropanoate (6.00 g, 13.4 mmol) and silver tetrafluroborate (3.39 g, 17.4 mmol) in MeOH/THF (1:2; 75 mL) at ) 0° C. After an additional 0.5 h, the reaction was quenched with 1 M Na2S2O3, warmed to room temperature and filt... The reagents and catalysts are F[B-](F)(F)F.[Ag+] (silver tetrafluroborate). RXN SMILES: [I:1]Cl.[CH2:3]([O:10][CH2:11][C@H:12]([C:14]1[C:22]2[C:17](=[N:18][CH:19]=[C:20]([C:23]([CH3:29])([CH3:28])[C:24]([O:26][CH3:27])=[O:25])[CH:21]=2)[NH:16][C:15]=1[Si](CC)(CC)CC)[CH3:13])[C:4]1[CH:9]=[CH:8][CH:7]=[CH:6][CH:5]=1>CO.CO.C1COCC1.F[B-](F)(F)F.[Ag+]>[CH2:3]([O:10][CH2:11][C@H:12]([C:14]1[C:22]2[C:17](=[N:18][CH:19]=[C:20]([C:23]([CH3:29])([CH3:28])[C:24]([O:26][CH3:27])=[O:25])[CH:21]=2)[NH:16][C:15]=1[I:1])[CH3:13])[C:4]1[CH:9]=[CH:8][CH:7]=[CH:6][CH:5]=1 |f:3.4,5.6|. The solvent is CO.C1CCOC1 (MeOH THF), CO (MeOH). Starting materials: O=CC1CCN(C(=O)OCc2ccccc2)CC1, CS(C)=O, c1ccc([P+](Cc2ccccc2OCC2CCCCC2)(c2ccccc2)c2ccccc2)cc1, [Cl-], [H-], [Na+], C1CCOC1, O. Yields the product O=C(OCc1ccccc1)N1CCC(C=Cc2ccccc2OCC2CCCCC2)CC1. RXN SMILES: [CH2:38]([c:39]1[cH:40][cH:41][cH:42][cH:43][cH:44]1)[O:45][C:46](=[O:47])[N:48]1[CH2:49][CH2:50][CH:51]([CH:54]=[O:55])[CH2:52][CH2:53]1.[CH3:57][S:58](=[O:59])[CH3:60].[CH:2]1([CH2:8][O:9][c:10]2[c:11]([CH2:16][P+:17]([c:18]3[cH:19][cH:20][cH:21][cH:22][cH:23]3)([c:24]3[cH:25][cH:26][cH:27][cH:28][cH:29]3)[c:30]3[cH:31][cH:32][cH:33][cH:34][cH:35]3)[cH:12][cH:13][cH:14][cH:15]2)[CH2:3][CH2:4][CH2:5][CH2:6][CH2:7]1.[Cl-:1].[H-:36].[Na+:37].[O:61]1[CH2:62][CH2:63][CH2:64][CH2:65]1.[OH2:56]>>[CH:2]1([CH2:8][O:9][c:10]2[c:11]([CH:16]=[CH:54][CH:51]3[CH2:50][CH2:49][N:48]([C:46]([O:45][CH2:38][c:39]4[cH:40][cH:41][cH:42][cH:43][cH:44]4)=[O:47])[CH2:53][CH2:52]3)[cH:12][cH:13][cH:14][cH:15]2)[CH2:3][CH2:4][CH2:5][CH2:6][CH2:7]1. The reactants are C(C1=CC=CC=C1)C=1C=C(C=O)C=CC1F (3-benzyl-4-fluorobenzaldehyde), O (water), C(C)OCC (diethyl ether), [BH4-].[Na+] (Sodium borohydride). The solvent is CO (methanol). Reaction conditions: time 1 hour. The product is C(C1=CC=CC=C1)C=1C=C(CO)C=CC1F (3-benzyl-4-fluorobenzyl alcohol). The yield is 79.3%. RXN SMILES: [CH2:1]([C:8]1[CH:9]=[C:10]([CH:13]=[CH:14][C:15]=1[F:16])[CH:11]=[O:12])[C:2]1[CH:7]=[CH:6][CH:5]=[CH:4][CH:3]=1.[BH4-].[Na+].O.C(OCC)C>CO>[CH2:1]([C:8]1[CH:9]=[C:10]([CH:13]=[CH:14][C:15]=1[F:16])[CH2:11][OH:12])[C:2]1[CH:3]=[CH:4][CH:5]=[CH:6][CH:7]=1 |f:1.2|. Procedure: A solution of 3-benzyl-4-fluorobenzaldehyde (5 g) in methanol (75 cm3) was cooled to 0° C. Sodium borohydride (1.34 g) was added in portions, and the mixture stirred for 1 hour. The reaction mixure was then poured cautiously into a mixture of water and diethyl ether, and the organic layer was separated, washed with water and brine, and dried over anhydrous magnesium sulphate. Evaporation of the solvents under reduced pressure gave a pale yellow oil which was purified by distillation in a kugelro... Starting materials: C(C)(C)(C)OC(=O)N1C[C@@H]([C@H](C1)NC)O ((3S,4S)-1-(t-butoxycarbonyl)-3-hydroxy-4-(methylamino)pyrrolidine), [OH-].[Na+] (sodium hydroxide), CO (methanol). Conditions: time 1 hour. The product is C(C)(C)(C)OC(=O)N1C[C@@H]([C@H](C1)O)N(C)C ((3S,4S)-1-(t-butoxycarbonyl)-3-(dimethylamino)-4-hydroxypyrrolidine). RXN SMILES: [C:1]([O:5][C:6]([N:8]1[CH2:12][C@H:11]([NH:13][CH3:14])[C@@H:10]([OH:15])[CH2:9]1)=[O:7])([CH3:4])([CH3:3])[CH3:2].[OH-].[Na+].[CH3:18]O>>[C:1]([O:5][C:6]([N:8]1[CH2:9][C@H:10]([OH:15])[C@@H:11]([N:13]([CH3:18])[CH3:14])[CH2:12]1)=[O:7])([CH3:4])([CH3:3])[CH3:2] |f:1.2|. Reported procedure: This compound was prepared in the same manner as in Reference Example 25 (step 1), except that (3S,4S)-1-(t-butoxycarbonyl)-3-hydroxy-4-(methylamino)pyrrolidine (Tetrahedron: Asymmetry, 2001, 12, 2989-2997) was used, and that the reaction was conducted for 1 hour under ice cooling, the reaction solution was alkalified with a 1N aqueous sodium hydroxide solution and methanol was mostly distilled off under reduced pressure, followed by extraction with ethyl acetate twice. Reactants: FC(C=1C=C(CNC(=O)C2=CC(=NC=C2)C2=C(C=CC(=C2)N2CCCCC2)NC(=O)C=2C=C(C(=O)O)C=CC2)C=CC1)(F)F (3-((2-(4-((3-(trifluoromethyl)benzyl)carbamoyl)pyridin-2-yl)-4-(piperidin-1-yl)phenyl)carbamoyl)-benzoic acid), N1C[C@@H](CC1)NC(C)=O ((R)—N-(pyrrolidin-3-yl)acetamide), CN(C(C1=CC(C(=O)NC2=C(C=C(C=C2)N2CCCCC2)C2=NC=CC(=C2)C(NCC2=CC(=CC=C2)C(F)(F)F)=O)=CC=C1)=O)CCN1CCOCC1 (N1-methyl-N1-(2-morpholinoethyl)-N3-(4-(piperidin-1-yl)-2-(4-((3-(trifluoromethyl)benzyl)carbamoyl)pyridin-2-yl)phenyl)isophthalamide), CC#N (CH3CN), amine. The solvent is CN(C)C=O (DMF). Yields the product C(C)(=O)N[C@@H]1CN(CC1)C(=O)C=1C=C(C(=O)NC2=C(C=C(C=C2)N2CCCCC2)C=2C=C(C(=O)NCC3=CC(=CC=C3)C(F)(F)F)C=CN2)C=CC1 ((S)-2-(2-(3-(3-Acetamidopyrrolidine-1-carbonyl)benzamido)-5-(piperidin-1-yl)phenyl)-N-(3-(trifluoromethyl)benzyl)isonicotinamide). Reaction SMILES: [F:1][C:2]([F:44])([F:43])[C:3]1[CH:4]=[C:5]([CH:40]=[CH:41][CH:42]=1)[CH2:6][NH:7][C:8]([C:10]1[CH:15]=[CH:14][N:13]=[C:12]([C:16]2[CH:21]=[C:20]([N:22]3[CH2:27][CH2:26][CH2:25][CH2:24][CH2:23]3)[CH:19]=[CH:18][C:17]=2[NH:28][C:29]([C:31]2[CH:32]=[C:33]([CH:37]=[CH:38][CH:39]=2)[C:34](O)=[O:35])=[O:30])[CH:11]=1)=[O:9].CN(CCN1CCOCC1)C(=O)C1C=CC=[C:50]([C:51]([NH:53][C:54]2C=CC(N3CCCCC3)=C[C:55]=2[C:66]2C=C(C(=O)NCC3C=CC=C(C(F)(F)F)C=3)C=[CH:68][N:67]=2)=[O:52])C=1.CC#N.N1CC[C@@H](NC(=O)C)C1>CN(C=O)C>[C:51]([NH:53][C@H:54]1[CH2:55][CH2:66][N:67]([C:34]([C:33]2[CH:32]=[C:31]([CH:39]=[CH:38][CH:37]=2)[C:29]([NH:28][C:17]2[CH:18]=[CH:19][C:20]([N:22]3[CH2:27][CH2:26][CH2:25][CH2:24][CH2:23]3)=[CH:21][C:16]=2[C:12]2[CH:11]=[C:10]([CH:15]=[CH:14][N:13]=2)[C:8]([NH:7][CH2:6][C:5]2[CH:40]=[CH:41][CH:42]=[C:3]([C:2]([F:1])([F:44])[F:43])[CH:4]=2)=[O:9])=[O:30])=[O:35])[CH2:68]1)(=[O:52])[CH3:50]. Reported procedure: This compound was prepared from 3-((2-(4-((3-(trifluoromethyl)benzyl)carbamoyl)pyridin-2-yl)-4-(piperidin-1-yl)phenyl)carbamoyl)-benzoic acid 4.1e using the procedure described for the preparation of N1-methyl-N1-(2-morpholinoethyl)-N3-(4-(piperidin-1-yl)-2-(4-((3-(trifluoromethyl)benzyl)carbamoyl)-pyridin-2-yl)phenyl)isophthalamide 4.8, except that CH3CN was substituted for DMF as the reaction solvent and (R)—N-(pyrrolidin-3-yl)acetamide was used as the amine component. 1H-NMR (300 MHz, CD3OD, ... The reactants are C1(=CC=CC=C1)P(C1=CC=CC=C1)C1=CC=CC=C1 (triphenylphosphine), N(=NC(=O)OCC)C(=O)OCC (diethyl azodicarboxylate), C1(=CC=CC=C1)P(C1=CC=CC=C1)C1=CC=CC=C1 (triphenylphosphine), N(=NC(=O)OCC)C(=O)OCC (Diethyl azodicarboxylate), OC1=CC=C2C(=NC=NC2=C1)SCCOC (7-hydroxy-4-(2-methoxyethylsulphanyl)quinazoline), O=S1(CCN(CC1)CCCO)=O (3-(1,1-dioxothiomorpholino)-1-propanol). Solvent: C(Cl)Cl (methylene chloride). Run at time 4 hour. Product: O=S1(CCN(CC1)CCCOC1=CC=C2C(=NC=NC2=C1)SCCOC)=O (7-(3-(1,1-dioxothiomorpholino)propoxy)4-(2-methoxyethylsulphanyl)quinazoline). Yield: 41.7%. As a reaction SMILES: N(C(OCC)=O)=NC(OCC)=O.[OH:13][C:14]1[CH:23]=[C:22]2[C:17]([C:18]([S:24][CH2:25][CH2:26][O:27][CH3:28])=[N:19][CH:20]=[N:21]2)=[CH:16][CH:15]=1.[O:29]=[S:30]1(=[O:40])[CH2:35][CH2:34][N:33]([CH2:36][CH2:37][CH2:38]O)[CH2:32][CH2:31]1.C1(P(C2C=CC=CC=2)C2C=CC=CC=2)C=CC=CC=1>C(Cl)Cl>[O:40]=[S:30]1(=[O:29])[CH2:35][CH2:34][N:33]([CH2:36][CH2:37][CH2:38][O:13][C:14]2[CH:23]=[C:22]3[C:17]([C:18]([S:24][CH2:25][CH2:26][O:27][CH3:28])=[N:19][CH:20]=[N:21]3)=[CH:16][CH:15]=2)[CH2:32][CH2:31]1. Procedure: Diethyl azodicarboxylate (100 μl; 0.63 mmol) was added dropwise to a solution of 7-hydroxy-4-(2-methoxyethylsulphanyl)quinazoline (100 mg, 0.42 mmol), (prepared as described for the starting material in Example 11), 3-(1,1-dioxothiomorpholino)-1-propanol (99 mg, 0.51 mmol) and triphenylphosphine (167 mg, 0.63 mmol) in methylene chloride (6 ml). After stiring for 4 hours, triphenylphosphine (167 mg, 0.63 mmol) and diethyl azodicarboxylate (100 μl, 0.63 mmol) were added and stirring was continued ... Reactants: CC(C)(C)OC(=O)c1cc(Br)cc(Br)c1, CO, [Cl-], CCOC(=O)C(F)F, [NH4+], C1CCOC1. Yields the product CC(C)(C)OC(=O)c1cc(Br)cc(C(O)C(F)F)c1. Reaction SMILES: [Br:1][c:2]1[cH:3][c:4]([C:5](=[O:6])[O:7][C:8]([CH3:9])([CH3:10])[CH3:11])[cH:12][c:13]([Br:15])[cH:14]1.[CH3:24][OH:25].[Cl-:26].[F:16][CH:17]([C:18](=[O:19])[O:20][CH2:21][CH3:22])[F:23].[NH4+:27].[O:28]1[CH2:29][CH2:30][CH2:31][CH2:32]1>>[c:2]1([CH:18]([CH:17]([F:16])[F:23])[OH:19])[cH:3][c:4]([C:5](=[O:6])[O:7][C:8]([CH3:9])([CH3:10])[CH3:11])[cH:12][c:13]([Br:15])[cH:14]1.